From a dataset of the Open Reaction Database (ORD), a public repository of structured organic reaction records. describe an organic reaction: reactants, conditions, products, and yield Starting materials: ClC1=C(C=CC(=N1)CO)C ((6-chloro-5-methylpyridin-2-yl)-methanol), CN (methylamine), CN (methylamine). Solvent: C(C)O (ethanol), C(C)O (ethanol). Product: CC=1C=CC(=NC1NC)CO ((5-methyl-6-methylaminopyridin-2-yl)methanol). Yield: 37.0%. RXN SMILES: Cl[C:2]1[N:7]=[C:6]([CH2:8][OH:9])[CH:5]=[CH:4][C:3]=1[CH3:10].[CH3:11][NH2:12]>C(O)C>[CH3:10][C:3]1[CH:4]=[CH:5][C:6]([CH2:8][OH:9])=[N:7][C:2]=1[NH:12][CH3:11]. Procedure details: 0.96 g of (6-chloro-5-methylpyridin-2-yl)-methanol (6.09 mmol) and 7 ml of methylamine at 33% in ethanol are heated at 120° C in a bomb for 96 hours. 2 ml of methylamine at 33% in ethanol are added every 24 hours. The reaction mixture is concentrated under vacuum and the title compound isolated by chromatography on a silica column (eluent: cyclohexane/ethyl acetate; 40:60).